From a dataset of the Open Reaction Database (ORD), a public repository of structured organic reaction records. describe an organic reaction: reactants, conditions, products, and yield The reactants are N1(C2=C(C=C1)CCCC1=C2C=CC=C1)CCNC(C)=O (N-[2-(1,4,5,6-tetrahydro-benzo[6,7]cyclohepta[1,2-b]pyrrol-1-yl)-ethyl]-acetamide), [OH-].[K+] (potassium hydroxide), C(CO)O.O (ethylene glycol water), [Cl-].[Na+] (sodium chloride). Yields the product C(\C=C\C(=O)O)(=O)O.N1(C2=C(C=C1)CCCC1=C2C=CC=C1)CCN (2-(1,4,5,6-tetrahydro-benzo[6,7]cyclohepta[1,2-b]pyrrol-1-yl)-ethylamine fumarate). Yield: 72.0%. RXN SMILES: [N:1]1([CH2:15][CH2:16][NH:17][C:18](=[O:20])[CH3:19])[CH:5]=[CH:4][C:3]2[CH2:6][CH2:7][CH2:8][C:9]3[CH:14]=[CH:13][CH:12]=[CH:11][C:10]=3[C:2]1=2.[OH-:21].[K+].[Cl-].[Na+].[CH2:25]([OH:28])[CH2:26]O.[OH2:29]>>[C:18]([OH:20])(=[O:29])/[CH:19]=[CH:26]/[C:25]([OH:28])=[O:21].[N:1]1([CH2:15][CH2:16][NH2:17])[CH:5]=[CH:4][C:3]2[CH2:6][CH2:7][CH2:8][C:9]3[CH:14]=[CH:13][CH:12]=[CH:11][C:10]=3[C:2]1=2 |f:1.2,3.4,5.6,7.8|. Reported procedure: 1.80 g of N-[2-(1,4,5,6-tetrahydro-benzo[6,7]cyclohepta[1,2-b]pyrrol-1-yl)-ethyl]-acetamide were heated to 140° for 24 hours under argon in 18 ml of ethylene glycol/water 2:1 in the presence of 1.0 g of potassium hydroxide. The reaction mixture was left to cool and was poured into 140 ml of semi-concentrated sodium chloride solution. The mixture was extracted three times with diethyl ether and the combined extracts were washed once with saturated sodium chloride solution, dried over sodium sulfa... Reactants: FC(C(=O)O)(F)F (trifluoroacetic acid), FC1=CC=C(C=C1)CN1C(=NC2=C1C=CC=C2)C(=O)C2CCN(CC2)C(=O)OC(C)(C)C (4-[1-[(4-fluorophenyl)methyl]-1H-benzimidazol-2yl]carbonyl-1-piperidinecarboxylic acid, 1,1-dimethylethyl ester). Solvent: CCOCC (ether). Yields the product FC1=CC=C(C=C1)CN1C(=NC2=C1C=CC=C2)C(=O)C2CCNCC2 ([1-[(4-fluorophenyl)methyl]-1H-benzimidazol-2-yl]-4-piperidinylmethanone), mono (trifluoroacetate). RXN SMILES: FC(F)(F)C(O)=O.[F:8][C:9]1[CH:14]=[CH:13][C:12]([CH2:15][N:16]2[C:20]3[CH:21]=[CH:22][CH:23]=[CH:24][C:19]=3[N:18]=[C:17]2[C:25]([CH:27]2[CH2:32][CH2:31][N:30](C(OC(C)(C)C)=O)[CH2:29][CH2:28]2)=[O:26])=[CH:11][CH:10]=1>CCOCC>[F:8][C:9]1[CH:14]=[CH:13][C:12]([CH2:15][N:16]2[C:20]3[CH:21]=[CH:22][CH:23]=[CH:24][C:19]=3[N:18]=[C:17]2[C:25]([CH:27]2[CH2:32][CH2:31][NH:30][CH2:29][CH2:28]2)=[O:26])=[CH:11][CH:10]=1. Procedure: With stirring, trifluoroacetic acid (10 ml) was added to 4-[1-[(4-fluorophenyl)methyl]-1H-benzimidazol-2yl]carbonyl-1-piperidinecarboxylic acid, 1,1-dimethylethyl ester (1.65 g, 3.77×10-3 mole). After 30 minutes the reaction was cooled in an ice bath and ether (150 ml) was added. The flask was stoppered and placed in the refrigerator. After several hours, the solid was collected by filtration, washed with EtzO, and dried by suction. Crystallization from ethanol/ether afforded [1-[(4-fluorophenyl... The reactants are COC(=O)CCCCCCCBr, O=c1[nH]c2ccccc2n1-c1cccc(Cl)c1, [H-], [I-], [Na+], [Na+], CN(C)C=O. The product is COC(=O)CCCCCCCn1c(=O)n(-c2cccc(Cl)c2)c2ccccc21. RXN SMILES: [CH3:20][O:21][C:22]([CH2:23][CH2:24][CH2:25][CH2:26][CH2:27][CH2:28][CH2:29][Br:30])=[O:31].[Cl:3][c:4]1[cH:5][c:6](-[n:10]2[c:11](=[O:19])[nH:12][c:13]3[c:14]2[cH:15][cH:16][cH:17][cH:18]3)[cH:7][cH:8][cH:9]1.[H-:2].[I-:33].[Na+:1].[Na+:32].[O:34]=[CH:35][N:36]([CH3:37])[CH3:38]>>[Cl:3][c:4]1[cH:5][c:6](-[n:10]2[c:11](=[O:19])[n:12]([CH2:29][CH2:28][CH2:27][CH2:26][CH2:25][CH2:24][CH2:23][C:22]([O:21][CH3:20])=[O:31])[c:13]3[c:14]2[cH:15][cH:16][cH:17][cH:18]3)[cH:7][cH:8][cH:9]1. RXN SMILES: C([O:8][CH2:9][CH2:10][C@@H:11]([C:17]1[NH:18][C:19]2[C:24]([CH:25]=1)=[CH:23][C:22]([O:26][Si:27]([CH:34]([CH3:36])[CH3:35])([CH:31]([CH3:33])[CH3:32])[CH:28]([CH3:30])[CH3:29])=[CH:21][CH:20]=2)[CH2:12][C:13]([O:15][CH3:16])=[O:14])C1C=CC=CC=1.[H][H]>CCOC(C)=O.[Pd]>[OH:8][CH2:9][CH2:10][C@@H:11]([C:17]1[NH:18][C:19]2[C:24]([CH:25]=1)=[CH:23][C:22]([O:26][Si:27]([CH:34]([CH3:36])[CH3:35])([CH:28]([CH3:30])[CH3:29])[CH:31]([CH3:33])[CH3:32])=[CH:21][CH:20]=2)[CH2:12][C:13]([O:15][CH3:16])=[O:14]. Starting materials: C(C1=CC=CC=C1)OCC[C@H](CC(=O)OC)C=1NC2=CC=C(C=C2C1)O[Si](C(C)C)(C(C)C)C(C)C ((R)-methyl 5-(benzyloxy)-3-(5-(triisopropylsilyloxy)-1H-indol-2-yl)pentanoate), [H][H] (hydrogen). The reagents and catalysts are [Pd] (Pd/C). The solvent is CCOC(=O)C (EtOAc). Isolated yield 92.0%. Yields the product OCC[C@H](CC(=O)OC)C=1NC2=CC=C(C=C2C1)O[Si](C(C)C)(C(C)C)C(C)C ((R)-methyl 5-hydroxy-3-(5-(triisopropylsilyloxy)-1H-indol-2-yl)pentanoate). Procedure: To a solution of (R)-methyl 5-(benzyloxy)-3-(5-(triisopropylsilyloxy)-1H-indol-2-yl)pentanoate (52.5 g, 103 mmol in EtOAc (150 mL) was added 10% Pd/C (wet, 15 g) and placed in a Parr shaker under 45 psi of hydrogen for 2.5 h (dropped 10 psi during the 2.5 h). The mixture was filtered through celite and concentrated to give (R)-methyl 5-hydroxy-3-(5-(triisopropylsilyloxy)-1H-indol-2-yl)pentanoate (47.6 g, 93 mmol, 92% yield) as a viscous yellow oil. Exact mass calculated for C23H37NO4Si: 419.2, f... Reactants: [H-].[Na+] (sodium hydride), C(C1=CC=CC=C1)(=O)C1=CC=CC=C1 (benzophenone), CS(=O)C (dimethylsulfoxide), [Br-].C(=O)(O)CCCCCCC[P+](C1=CC=CC=C1)(C1=CC=CC=C1)C1=CC=CC=C1 ((7-carboxyheptyl)triphenylphosphonium bromide). Solvent: O1CCCC1 (tetrahydrofuran). Product: C1(=CC=CC=C1)C(=CCCCCCCC(=O)O)C1=CC=CC=C1 (9,9-diphenyl-8-nonenoic acid). Yield: 55.5%. RXN SMILES: [H-].[Na+].CS(C)=O.[Br-].[C:8]([CH2:11][CH2:12][CH2:13][CH2:14][CH2:15][CH2:16][CH2:17][P+](C1C=CC=CC=1)(C1C=CC=CC=1)C1C=CC=CC=1)([OH:10])=[O:9].[C:37]([C:45]1[CH:50]=[CH:49][CH:48]=[CH:47][CH:46]=1)(=O)[C:38]1[CH:43]=[CH:42][CH:41]=[CH:40][CH:39]=1>O1CCCC1>[C:38]1([C:37]([C:45]2[CH:50]=[CH:49][CH:48]=[CH:47][CH:46]=2)=[CH:17][CH2:16][CH2:15][CH2:14][CH2:13][CH2:12][CH2:11][C:8]([OH:10])=[O:9])[CH:43]=[CH:42][CH:41]=[CH:40][CH:39]=1 |f:0.1,3.4|. Procedure: The reaction was carried out as in Example 87 using the following reagents: sodium hydride (56% dispersion in oil; 8.6 g), dimethylsulfoxide (100 mL), (7-carboxyheptyl)triphenylphosphonium bromide (39.95 g), benzophenone (18.2 g), and tetrahydrofuran (100 mL). The crude acid, isolated in the usual manner, required further purification by HPLC (hexane-ether; 3:2). The appropriate fractions were combined and evaporated and the residue was crystallized from hexane to provide 14.1 g of 9,9-diphenyl-... The reactants are CC(N)C(=O)N(CC(=O)OC(C)(C)C)C1Cc2ccccc2C1, [BH3-]C#N, O=C(O)C(=O)O, CCOC(=O)C(=O)CCCCC1CCN(C(=O)OCc2ccccc2)CC1, CC(=O)[O-], CCO, CC(=O)O, [Na+], [Na+]. Product: CCOC(=O)C(CCCCC1CCN(C(=O)OCc2ccccc2)CC1)NC(C)C(=O)N(CC(=O)OC(C)(C)C)C1Cc2ccccc2C1. Reaction SMILES: [C:11]([CH3:12])([CH3:13])([CH3:14])[O:15][C:16]([CH2:17][N:18]([CH:19]1[CH2:20][c:21]2[cH:22][cH:23][cH:24][cH:25][c:26]2[CH2:27]1)[C:28]([CH:29]([NH2:30])[CH3:31])=[O:32])=[O:33].[C:1]([BH3-:2])#[N:3].[C:5]([OH:6])(=[O:7])[C:8]([OH:9])=[O:10].[CH2:39]([c:40]1[cH:41][cH:42][cH:43][cH:44][cH:45]1)[O:46][C:47](=[O:48])[N:49]1[CH2:50][CH2:51][CH:52]([CH2:55][CH2:56][CH2:57][CH2:58][C:59]([C:60](=[O:61])[O:62][CH2:63][CH3:64])=[O:65])[CH2:53][CH2:54]1.[CH3:35][C:36](=[O:37])[O-:38].[CH3:66][CH2:67][OH:68].[CH3:69][C:70](=[O:71])[OH:72].[Na+:34].[Na+:4]>>[C:11]([CH3:12])([CH3:13])([CH3:14])[O:15][C:16]([CH2:17][N:18]([CH:19]1[CH2:20][c:21]2[cH:22][cH:23][cH:24][cH:25][c:26]2[CH2:27]1)[C:28]([CH:29]([NH:30][CH:59]([CH2:58][CH2:57][CH2:56][CH2:55][CH:52]1[CH2:51][CH2:50][N:49]([C:47]([O:46][CH2:39][c:40]2[cH:41][cH:42][cH:43][cH:44][cH:45]2)=[O:48])[CH2:54][CH2:53]1)[C:60](=[O:61])[O:62][CH2:63][CH3:64])[CH3:31])=[O:32])=[O:33].